Dataset: the Open Reaction Database (ORD), a public repository of structured organic reaction records. Task: describe an organic reaction: reactants, conditions, products, and yield Reactants: CC(C)(C)OC(=O)NCCCN1C(=O)CCC1CNC(=O)c1ccc(-c2ccccc2C#N)nc1NCCc1cccc(F)c1, CO, Cl. Yields the product N#Cc1ccccc1-c1ccc(C(=O)NCC2CCC(=O)N2CCCN)c(NCCc2cccc(F)c2)n1, Cl. As a reaction SMILES: [C:1](#[N:2])[c:3]1[c:4](-[c:9]2[n:10][c:11]([NH:36][CH2:37][CH2:38][c:39]3[cH:40][c:41]([F:45])[cH:42][cH:43][cH:44]3)[c:12]([C:13](=[O:14])[NH:15][CH2:16][CH:17]3[N:18]([CH2:23][CH2:24][CH2:25][NH:26][C:27](=[O:28])[O:29][C:30]([CH3:31])([CH3:32])[CH3:33])[C:19](=[O:22])[CH2:20][CH2:21]3)[cH:34][cH:35]2)[cH:5][cH:6][cH:7][cH:8]1.[CH3:47][OH:48].[ClH:46]>>[C:1](#[N:2])[c:3]1[c:4](-[c:9]2[n:10][c:11]([NH:36][CH2:37][CH2:38][c:39]3[cH:40][c:41]([F:45])[cH:42][cH:43][cH:44]3)[c:12]([C:13](=[O:14])[NH:15][CH2:16][CH:17]3[N:18]([CH2:23][CH2:24][CH2:25][NH2:26])[C:19](=[O:22])[CH2:20][CH2:21]3)[cH:34][cH:35]2)[cH:5][cH:6][cH:7][cH:8]1.[ClH:46].